This data is from the Open Reaction Database (ORD), a public repository of structured organic reaction records. The task is: describe an organic reaction: reactants, conditions, products, and yield Reactants: C(C=C)S (allylmercaptan), C(C1=CC=CC=C1)(C1=CC=CC=C1)(C1=CC=CC=C1)O (trityl alcohol), S(O)(O)(=O)=O (sulfuric acid). Run in C(C)(=O)O (acetic acid). The product is C(C=C)SC(C1=CC=CC=C1)(C1=CC=CC=C1)C1=CC=CC=C1 (allyl tritylsulfide). Reaction SMILES: [CH2:1]([SH:4])[CH:2]=[CH2:3].[C:5](O)([C:18]1[CH:23]=[CH:22][CH:21]=[CH:20][CH:19]=1)([C:12]1[CH:17]=[CH:16][CH:15]=[CH:14][CH:13]=1)[C:6]1[CH:11]=[CH:10][CH:9]=[CH:8][CH:7]=1.S(=O)(=O)(O)O>C(O)(=O)C>[CH2:1]([S:4][C:5]([C:6]1[CH:11]=[CH:10][CH:9]=[CH:8][CH:7]=1)([C:18]1[CH:19]=[CH:20][CH:21]=[CH:22][CH:23]=1)[C:12]1[CH:13]=[CH:14][CH:15]=[CH:16][CH:17]=1)[CH:2]=[CH2:3]. Procedure: 48 ml of allylmercaptan and 129.6 g of trityl alcohol were suspended in 500 ml of acetic acid and 2.0 ml of concentrated sulfuric acid was dropwise added thereto at room temperature with stirring. Then, the mixture was further stirred for one hour under the same conditions as above, and the precipitates were recovered therefrom by filtration, washed with 200 ml of methanol and then thoroughly washed with water. The resulting colorless powder was dissolved in benzene, washed with an aqueous 5% so... Starting materials: CCOC(=O)C(C)Br, CC(C)(C)c1cc(-c2c[nH]c(=S)[nH]2)cc(C(C)(C)C)c1O, O=C([O-])[O-], CC(C)=O, [K+], [K+]. Yields the product CCOC(=O)C(C)Sc1nc(-c2cc(C(C)(C)C)c(O)c(C(C)(C)C)c2)c[nH]1. RXN SMILES: [Br:28][CH:29]([C:30](=[O:31])[O:32][CH2:33][CH3:34])[CH3:35].[C:1]([CH3:2])([CH3:3])([CH3:4])[c:5]1[cH:6][c:7](-[c:16]2[nH:17][c:18](=[S:21])[nH:19][cH:20]2)[cH:8][c:9]([C:12]([CH3:13])([CH3:14])[CH3:15])[c:10]1[OH:11].[C:22](=[O:23])([O-:24])[O-:25].[CH3:36][C:37](=[O:38])[CH3:39].[K+:26].[K+:27]>>[C:1]([CH3:2])([CH3:3])([CH3:4])[c:5]1[cH:6][c:7](-[c:16]2[n:17][c:18]([S:21][CH:29]([C:30](=[O:31])[O:32][CH2:33][CH3:34])[CH3:35])[nH:19][cH:20]2)[cH:8][c:9]([C:12]([CH3:13])([CH3:14])[CH3:15])[c:10]1[OH:11]. The reactants are C(C(=O)Cl)(=O)Cl (oxalyl chloride), FC(/C=C/C(=O)O)(F)F ((E)-4,4,4-Trifluorobut-2-enoic acid), FC(S(=O)(=O)O)(F)F.NCCNC1=CC(=NC(=N1)SC)N (N6-(2-Aminoethyl)-2-methylsulfanyl-pyrimidine-4,6-diamine trifluoromethanesulfonate), C(C)(C)N(CC)C(C)C (diisopropylethylamine). Reagents/catalysts: C(Cl)Cl (DCM). Solvent: C(C)(=O)OCC (ethyl acetate), CN(C=O)C (dimethylformamide). Run at time 15 minute. The product is NC1=CC(=NC(=N1)SC)NCCNC(\C=C\C(F)(F)F)=O ((E)-N-[2-[(6-Amino-2-methylsulfanyl-pyrimidin-4-yl)amino]ethyl]-4,4,4-trifluoro-but-2-enamide). Isolated yield 1.8%. Reaction SMILES: [F:1][C:2]([F:9])([F:8])/[CH:3]=[CH:4]/[C:5](O)=[O:6].C(Cl)(=O)C(Cl)=O.FC(F)(F)S(O)(=O)=O.[NH2:24][CH2:25][CH2:26][NH:27][C:28]1[N:33]=[C:32]([S:34][CH3:35])[N:31]=[C:30]([NH2:36])[CH:29]=1.C(N(C(C)C)CC)(C)C>C(Cl)Cl.CN(C)C=O.C(OCC)(=O)C>[NH2:36][C:30]1[N:31]=[C:32]([S:34][CH3:35])[N:33]=[C:28]([NH:27][CH2:26][CH2:25][NH:24][C:5](=[O:6])/[CH:4]=[CH:3]/[C:2]([F:9])([F:8])[F:1])[CH:29]=1 |f:2.3|. Procedure: (E)-4,4,4-Trifluorobut-2-enoic acid (21 mg, 0.15 mmol) was dissolved in DCM (1 ml containing one drop of DMF), oxalyl chloride was added (13 μl, 0.15 mmol) and the solution was stirred at room temperature for 15 minutes. This solution was added to a solution of N6-(2-Aminoethyl)-2-methylsulfanyl-pyrimidine-4,6-diamine trifluoromethanesulfonate (20 mg, 0.057 mmol) and diisopropylethylamine (51 μl, 0.3 mmol) dissolved in dimethylformamide (1 ml) and the resulting mixture was stirred at room temper... The reactants are S(C)(=O)(=O)OC1=C(C=C(C=C1C)CCCN1CC(NCC1)C1=CC(=NC(=N1)N1CCCC1)N1CCCC1)C (2,6-Dimethyl-4-[3-(2,4-bis(1-pyrrolidinyl)-6-pyrimidinyl)piperazinyl)propyl phenol O-mesylate). Run in [OH-].[Na+] (sodium hydroxide), CO (methanol). Product: CC1=C(C(=CC(=C1)CCCN1CC(NCC1)C1=CC(=NC(=N1)N1CCCC1)N1CCCC1)C)O (2,6-Dimethyl-4-[3-(2,4-bis(1-pyrrolidinyl)-6-pyrimidinyl)piperazinyl)propyl phenol). RXN SMILES: S([O:5][C:6]1[C:11]([CH3:12])=[CH:10][C:9]([CH2:13][CH2:14][CH2:15][N:16]2[CH2:21][CH2:20][NH:19][CH:18]([C:22]3[N:27]=[C:26]([N:28]4[CH2:32][CH2:31][CH2:30][CH2:29]4)[N:25]=[C:24]([N:33]4[CH2:37][CH2:36][CH2:35][CH2:34]4)[CH:23]=3)[CH2:17]2)=[CH:8][C:7]=1[CH3:38])(=O)(=O)C>[OH-].[Na+].CO>[CH3:12][C:11]1[CH:10]=[C:9]([CH2:13][CH2:14][CH2:15][N:16]2[CH2:21][CH2:20][NH:19][CH:18]([C:22]3[N:27]=[C:26]([N:28]4[CH2:32][CH2:31][CH2:30][CH2:29]4)[N:25]=[C:24]([N:33]4[CH2:37][CH2:36][CH2:35][CH2:34]4)[CH:23]=3)[CH2:17]2)[CH:8]=[C:7]([CH3:38])[C:6]=1[OH:5] |f:1.2|. Reported procedure: 2,6-Dimethyl-4-[3-(2,4-bis(1-pyrrolidinyl)-6-pyrimidinyl)piperazinyl)propyl phenol O-mesylate (Part I, 1.0 g) in aqueous sodium hydroxide (25%, 10 ml) and methanol (20 ml) are stirred at 50° under nitrogen for 20 hr. The mixture is cooled and the methanol removed under reduced pressure. The aqueous layer is acidified with aqueous hydrochloric acid (10%) and then the pH adjusted to 8 with aqueous saturated sodium bicarbonate. The product is extracted with methylene chloride (2×). The extracts are... Reactants: C(C)(=S)O (thioacetic acid), CC(=CC=O)CCCCC (3-methyloct-2-enal). Reagents/catalysts: C(C1=CC=CC=C1)(=O)OOC(C1=CC=CC=C1)=O (benzoyl peroxide). The product is C(C)(=O)SC(CC=O)(CCCCC)C (3-acetylthio-3-methyloctanal). The yield is 41.3%. As a reaction SMILES: [C:1]([OH:4])(=[S:3])[CH3:2].[CH3:5][C:6]([CH2:10][CH2:11][CH2:12][CH2:13][CH3:14])=[CH:7][CH:8]=[O:9]>C(OOC(=O)C1C=CC=CC=1)(=O)C1C=CC=CC=1>[C:1]([S:3][C:6]([CH3:5])([CH2:10][CH2:11][CH2:12][CH2:13][CH3:14])[CH2:7][CH:8]=[O:9])(=[O:4])[CH3:2]. Reported procedure: Freshly distilled thioacetic acid (64 g) was added with stirring and occasional cooling to a mixture of 98 g 3-methyloct-2-enal and 25 mg of benzoyl peroxide. After 5 hours of reflux the mixture was distilled in vacuo through a 20 cm vigreux column yielding 62.5 g (41.3%) of 3-acetylthio-3-methyloctanal, b.p. 100°-112°C/0.5 mm. Starting materials: C(C)(C)(C)OC(=O)N1CCC(CC1)NC1=C(C=CC=C1)O (1-t-Butyloxycarbonyl-4-(2-hydroxyphenylamino)piperidine), [H-].[Na+] (NaH), suspension, BrCC(=O)OCC (ethyl bromoacetate). Reaction conditions: time 30 minute. Product: C(C)(C)(C)OC(=O)N1CCC(CC1)NC1=C(C=CC=C1)OCC(=O)OCC (1-t-Butyloxycarbonyl-4-((2-ethoxycarbonylmethoxyphenyl)amino)piperidine), oil. Yield: 90.0%. As a reaction SMILES: [C:1]([O:5][C:6]([N:8]1[CH2:13][CH2:12][CH:11]([NH:14][C:15]2[CH:20]=[CH:19][CH:18]=[CH:17][C:16]=2[OH:21])[CH2:10][CH2:9]1)=[O:7])([CH3:4])([CH3:3])[CH3:2].[H-].[Na+].Br[CH2:25][C:26]([O:28][CH2:29][CH3:30])=[O:27]>>[C:1]([O:5][C:6]([N:8]1[CH2:13][CH2:12][CH:11]([NH:14][C:15]2[CH:20]=[CH:19][CH:18]=[CH:17][C:16]=2[O:21][CH2:25][C:26]([O:28][CH2:29][CH3:30])=[O:27])[CH2:10][CH2:9]1)=[O:7])([CH3:4])([CH3:2])[CH3:3] |f:1.2|. Reported procedure: To a stirred 0° C. solution of 1-t-Butyloxycarbonyl-4-(2-hydroxyphenylamino)piperidine (5.2 g, 18 mmol) from Step 1 was added NaH (800 mg of a 60% suspension in mineral oil, 20 mmol). After 30 min, ethyl bromoacetate (2.2 mL, 20 mmol) was added and the reaction was warmed to ambient temperature and stirred for 2 h. The reaction was quenched by the addition of acetic acid (1 mL), and the solvents were removed under reduced pressure. The residue was purified by pressurized silica gel column chroma... Starting materials: COC(=O)C(NC(=O)OCC1=CC=CC=C1)P(=O)(OC)OC (N-(benzyloxycarbonyl)-α-phophonoglycine trimethyl ester), CN(C(=N)N(C)C)C (1,1,3,3-tetramethylguanidine), CC=1C=C(C=O)C=C(C1[N+](=O)[O-])[N+](=O)[O-] (3-methyl-4,5-dinitrobenzaldehyde). Run in O1CCCC1 (tetrahydrofuran), O1CCCC1 (tetrahydrofuran). Reaction conditions: temperature -78 celsius, time 1 hour. Product: COC(=O)/C(=C/C1=CC(=C(C(=C1)[N+](=O)[O-])[N+](=O)[O-])C)/NC(OCC1=CC=CC=C1)=O (Benzyl(Z)-1-(methoxycarbonyl)-2-(3-methyl-4,5-dinitrophenyl)vinylcarbamate). The yield is 61.1%. RXN SMILES: [CH3:1][O:2][C:3]([CH:5](P(OC)(OC)=O)[NH:6][C:7]([O:9][CH2:10][C:11]1[CH:16]=[CH:15][CH:14]=[CH:13][CH:12]=1)=[O:8])=[O:4].CN(C)C(N(C)C)=N.[CH3:31][C:32]1[CH:33]=[C:34]([CH:37]=[C:38]([N+:43]([O-:45])=[O:44])[C:39]=1[N+:40]([O-:42])=[O:41])[CH:35]=O>O1CCCC1>[CH3:1][O:2][C:3](/[C:5](/[NH:6][C:7](=[O:8])[O:9][CH2:10][C:11]1[CH:12]=[CH:13][CH:14]=[CH:15][CH:16]=1)=[CH:35]/[C:34]1[CH:37]=[C:38]([N+:43]([O-:45])=[O:44])[C:39]([N+:40]([O-:42])=[O:41])=[C:32]([CH3:31])[CH:33]=1)=[O:4]. Procedure details: To a solution of N-(benzyloxycarbonyl)-α-phophonoglycine trimethyl ester (2.4 g, 7.3 mmol) in tetrahydrofuran (40 mL) at −78° C. was added 1,1,3,3-tetramethylguanidine (729 mg, 6.33 mmol) and the mixture was stirred for 1 h at −78° C. To this mixture was added a solution of 3-methyl-4,5-dinitrobenzaldehyde (1.4 g, 6.7 mmol) in tetrahydrofuran (15 mL). The reaction mixture was allowed to slowly warm to room temperature and was then stirred for 16 h at room temperature. The solvent was evaporated ... Starting materials: FC1=C(C=CC(=C1)F)C1(CC1)C=C(C(=O)OC)F (1-(2,4-Difluorophenyl)-1-(2-fluoro-2(methoxycarbonyl)ethenyl)cyclopropane), [H-].[Al+3].[Li+].[H-].[H-].[H-] (lithium aluminium hydride). Solvent: C(C)OCC (diethyl ether). Yields the product FC1=C(C=CC(=C1)F)C1(CC1)C=C(CO)F (1-(2,4-Difluorophenyl)-1-(2-fluoro-3-hydroxyprop-1-enyl)cyclopropane). The yield is 69.8%. Reaction SMILES: [F:1][C:2]1[CH:7]=[C:6]([F:8])[CH:5]=[CH:4][C:3]=1[C:9]1([CH:12]=[C:13]([F:18])[C:14](OC)=[O:15])[CH2:11][CH2:10]1.[H-].[Al+3].[Li+].[H-].[H-].[H-]>C(OCC)C>[F:1][C:2]1[CH:7]=[C:6]([F:8])[CH:5]=[CH:4][C:3]=1[C:9]1([CH:12]=[C:13]([F:18])[CH2:14][OH:15])[CH2:10][CH2:11]1 |f:1.2.3.4.5.6|. Reported procedure: The method of Example 9 was repeated using 1-(2,4-difluorophenyl)-1-(2-fluoro-2(methoxycarbonyl)ethenyl)cyclopropane (Example 7) (0.37 g), diethyl ether (10 ml) and lithium aluminium hydride (0.14 g) to yield the title compound (0.23 g, 71%).